From a dataset of the Open Reaction Database (ORD), a public repository of structured organic reaction records. describe an organic reaction: reactants, conditions, products, and yield Reactants: NC=1SC=C(N1)C=1OC=CC1 (2-amino-4-(2-furyl)thiazole), BrN1C(CCC1=O)=O (N-bromosuccinimide), O (Water). Solvent: C(Cl)(Cl)Cl (chloroform). Run at time 1 hour. Product: NC=1SC(=C(N1)C=1OC=CC1)Br (2-Amino-5-bromo-4-(2-furyl)thiazole). Yield: 89.8%. As a reaction SMILES: [NH2:1][C:2]1[S:3][CH:4]=[C:5]([C:7]2[O:8][CH:9]=[CH:10][CH:11]=2)[N:6]=1.[Br:12]N1C(=O)CCC1=O.O>C(Cl)(Cl)Cl>[NH2:1][C:2]1[S:3][C:4]([Br:12])=[C:5]([C:7]2[O:8][CH:9]=[CH:10][CH:11]=2)[N:6]=1. Reported procedure: 2-Amino-4-(2-furyl)thiazole (330 mg, 1.99 mmol) obtained in Step 1 was suspended in chloroform (4 mL), and N-bromosuccinimide (360 mg, 2.02 mmol) was added thereto, followed by stirring at room temperature for 1 hour. Water was added to the reaction mixture, followed by extraction with ethyl acetate. The organic layer was washed with a saturated aqueous solution of sodium chloride and dried over anhydrous magnesium sulfate, and then the solvent was distilled away under reduced pressure to afford... The product is FC1CN(CCC1NC)C(=O)OCC1=CC=CC=C1 (Benzyl 3-fluoro4-(methylamino)piperidine-1-carboxylate). Reaction SMILES: [F:1][CH:2]1[C:7](=O)[CH2:6][CH2:5][N:4]([C:9]([O:11][CH2:12][C:13]2[CH:18]=[CH:17][CH:16]=[CH:15][CH:14]=2)=[O:10])[CH2:3]1.[CH3:19][NH2:20].[BH-](OC(C)=O)(OC(C)=O)OC(C)=O.[Na+]>ClCCCl.C1COCC1>[F:1][CH:2]1[CH:7]([NH:20][CH3:19])[CH2:6][CH2:5][N:4]([C:9]([O:11][CH2:12][C:13]2[CH:18]=[CH:17][CH:16]=[CH:15][CH:14]=2)=[O:10])[CH2:3]1 |f:2.3|. Starting materials: FC1CN(CCC1=O)C(=O)OCC1=CC=CC=C1 (Benzyl 3-fluoro-4-oxopiperidine-1-carboxylate), solution, CN (methylamine), [BH-](OC(=O)C)(OC(=O)C)OC(=O)C.[Na+] (Na(OAc)3BH). Solvent: ClCCCl (1,2-dichloroethane), C1CCOC1 (THF). Reported procedure: To a solution of 9.4 g (37.5 mmol) of 2-2 in 150 mL of 1,2-dichloroethane was added 37.5 mL (74.9 mmol) of a 2M solution of methylamine in THF and 11.9 g (56.2 mmol) of Na(OAc)3BH. After stirring for 2 h, the reaction was quenched with saturated aqueous K2CO3, partitioned with EtOAc, separated, and the aqueous phase extracted 3×EtOAc. The combined organic extracts were washed with brine, dried over MgSO4, filtered, and concentrated by rotary evaporation. The residue was loaded onto a silica gel ... Run at time 2 hour. The reactants are CNC (Dimethylamine), FC1=CC=C2CCC/C(/C2=C1)=C\C(=O)Cl ((E)-2-(7-fluoro-1,2,3,4-tetrahydro-1-naphthylidene)acetyl chloride). Run in C(C)(=O)OCC (ethyl acetate), ClCCl (dichloromethane). Conditions: temperature 25 celsius, time 1.5 hour. Product: FC1=CC=C2CCC/C(/C2=C1)=C\C(=O)N(C)C ((E)-2-(7-fluoro-1,2,3,4-tetrahydro-1-naphthylidene)-N,N-dimethylacetamide). Isolated yield 69.4%. As a reaction SMILES: [CH3:1][NH:2][CH3:3].[F:4][C:5]1[CH:14]=[C:13]2[C:8]([CH2:9][CH2:10][CH2:11]/[C:12]/2=[CH:15]\[C:16](Cl)=[O:17])=[CH:7][CH:6]=1>ClCCl.C(OCC)(=O)C>[F:4][C:5]1[CH:14]=[C:13]2[C:8]([CH2:9][CH2:10][CH2:11]/[C:12]/2=[CH:15]\[C:16]([N:2]([CH3:3])[CH3:1])=[O:17])=[CH:7][CH:6]=1. Procedure details: Dimethylamine (3 ml, 0.045 mol, Kodak) was added to a chilled (ice bath) solution of (E)-2-(7-fluoro-1,2,3,4-tetrahydro-1-naphthylidene)acetyl chloride (2.3 g, 0.010 mol) in dichloromethane (35 ml). The reaction was warmed to 25° C. and stirred for 1.5 h. The volatiles were removed by spin evaporation in vacuo to give a beige residue. This residue was dissolved in ethyl acetate (200 ml), washed with deionized water (50 ml), and the organic layer was concentrated by spin evaporation in vacuo. The... The reactants are C(C)(=O)OCC.CCCCCC (ethyl acetate hexane), C(C(C)C)(=O)CC(=O)OCC (ethyl isobutyrylacetate), FC1=CC=C(C=O)C=C1 (4-fluorobenzaldehyde), [Br-].C[P+](C1=CC=CC=C1)(C1=CC=CC=C1)C1=CC=CC=C1.[NH2-].[Na+] (methyl triphenylphosphonium bromide sodium amide). Product: C(C)(C)C1=NC(=C(C(=C1CO)C1=CC=C(C=C1)F)C=C)C(C)C (2,6Diisopropyl-3-hydroxymethyl-4-(4-fluorophenyl)-5-ethenylpyridine). RXN SMILES: [C:1]([CH2:6][C:7]([O:9]CC)=O)(=O)[CH:2]([CH3:4])[CH3:3].[F:12][C:13]1[CH:20]=[CH:19][C:16]([CH:17]=O)=[CH:15][CH:14]=1.[Br-].C[P+]([C:36]1[CH:41]=[CH:40][CH:39]=[CH:38][CH:37]=1)(C1C=CC=CC=1)C1C=CC=CC=1.[NH2-:42].[Na+].[C:44](OCC)(=O)C.CCCCCC>>[CH:2]([C:1]1[C:6]([CH2:7][OH:9])=[C:17]([C:16]2[CH:19]=[CH:20][C:13]([F:12])=[CH:14][CH:15]=2)[C:40]([CH:41]=[CH2:36])=[C:39]([CH:38]([CH3:37])[CH3:44])[N:42]=1)([CH3:3])[CH3:4] |f:2.3.4.5,6.7|. Procedure details: The title compound was prepared from ethyl isobutyrylacetate, 4-fluorobenzaldehyde and methyl triphenylphosphonium bromide/sodium amide according to the procedures described in Example 1, Steps A-G. 1H NMR (300 MHz, CDCl3): δ7.12 (m, 4 H), 6.35 (dd, J=11.5,18 Hz, 1 H), 5.24 (dd, J=1.5, 11.4 Hz, 1 H), 4.97 (dd, J=1.5, 18 Hz, 1 H), 4.41 (d, J=5.5 Hz, 2 H), 3.44 (sept, J=6.6 Hz, 2 H), 1.35 (d, J=6.6 Hz, 6 H), 1.28 (d, J=6.6 Hz, 6 H), 1.25 (m, 1 H). FAB-MS: calculated for (C20OH24FNO) 313, found 314... The reactants are COCCO[Al+]OCCOC, Cc1ccccc1, Cl, [H-], [H-], [Na+], O=C(O)CC1CCCCC1c1ccccc1. The product is OCCC1CCCCC1c1ccccc1. RXN SMILES: [CH3:18][O:19][CH2:20][CH2:21][O:22][Al+:23][O:24][CH2:25][CH2:26][O:27][CH3:28].[CH3:32][c:33]1[cH:34][cH:35][cH:36][cH:37][cH:38]1.[ClH:31].[H-:17].[H-:30].[Na+:29].[c:1]1([CH:7]2[CH:8]([CH2:13][C:14](=[O:15])[OH:16])[CH2:9][CH2:10][CH2:11][CH2:12]2)[cH:2][cH:3][cH:4][cH:5][cH:6]1>>[c:1]1([CH:7]2[CH:8]([CH2:13][CH2:14][OH:15])[CH2:9][CH2:10][CH2:11][CH2:12]2)[cH:2][cH:3][cH:4][cH:5][cH:6]1. Product: CC1CN(S(=O)(=O)c2ccc(C#N)cc2)CCN1C(=O)c1ccccn1. Starting materials: N#Cc1ccc(S(=O)(=O)Cl)cc1, CC1CNCCN1C(=O)c1ccccn1, CCN(C(C)C)C(C)C, ClCCl, Cl, Cl, O. As a reaction SMILES: [C:27](#[N:28])[c:29]1[cH:30][cH:31][c:32]([S:35](=[O:36])(=[O:37])[Cl:38])[cH:33][cH:34]1.[CH3:3][CH:4]1[N:5]([C:10](=[O:11])[c:12]2[n:13][cH:14][cH:15][cH:16][cH:17]2)[CH2:6][CH2:7][NH:8][CH2:9]1.[CH:18]([N:19]([CH2:20][CH3:21])[CH:22]([CH3:23])[CH3:24])([CH3:25])[CH3:26].[Cl:40][CH2:41][Cl:42].[ClH:1].[ClH:2].[OH2:39]>>[CH3:3][CH:4]1[N:5]([C:10](=[O:11])[c:12]2[n:13][cH:14][cH:15][cH:16][cH:17]2)[CH2:6][CH2:7][N:8]([S:35]([c:32]2[cH:31][cH:30][c:29]([C:27]#[N:28])[cH:34][cH:33]2)(=[O:36])=[O:37])[CH2:9]1.